From a dataset of the Open Reaction Database (ORD), a public repository of structured organic reaction records. describe an organic reaction: reactants, conditions, products, and yield Reactants: C(=CC1=CC=CC=C1)C1=CC=NC=C1 (4-styrylpyridine), BrCCCCBr (1,4-dibromobutane). The solvent is C(C)OC(C)=O (ethylacetate). Yields the product [Br-].BrCCCC[N+]1=CC=C(C=C1)C=CC1=CC=CC=C1 (N-(4-bromobutyl)-4-styrylpyridinium bromide). As a reaction SMILES: [CH:1]([C:9]1[CH:14]=[CH:13][N:12]=[CH:11][CH:10]=1)=[CH:2][C:3]1[CH:8]=[CH:7][CH:6]=[CH:5][CH:4]=1.[Br:15][CH2:16][CH2:17][CH2:18][CH2:19]Br>C(OC(=O)C)C>[Br-:15].[Br:15][CH2:16][CH2:17][CH2:18][CH2:19][N+:12]1[CH:11]=[CH:10][C:9]([CH:1]=[CH:2][C:3]2[CH:8]=[CH:7][CH:6]=[CH:5][CH:4]=2)=[CH:14][CH:13]=1 |f:3.4|. Procedure details: A mixture of 4-styrylpyridine (0.181 g) and 1,4-dibromobutane (0.432 g) in ethylacetate (5 ml) was stirred and refluxed for 24 hours, and then filtered. The crystals obtained were washed and dried to give 0.31 of N-(4-bromobutyl)-4-styrylpyridinium bromide λmax of 344 nm (water). NMR (CDCl3, p.p.m.): 9.4(d.,2H), 8.0(d.,2H), 7.0-7.7(m.,7H), 4.9(T.,2H), 3.4(m.,2H), 2.0(m.,4H). Starting materials: C1(=CC=CC=C1)N=C=O (phenyl isocyanate), [OH-].[Na+] (sodium hydroxide), Cl.C(C1=CC=CC=C1)ON (O-benzylhydroxylamine hydrochloride), C(C)OCC (diethyl ether). Run in O (water), O (water). Conditions: temperature 0 celsius, time 0.5 hour. The product is C(C1=CC=CC=C1)ONC(=O)NC1=CC=CC=C1 (1-benzyloxy-3-phenyl urea). Yield: 82.9%. RXN SMILES: Cl.[CH2:2]([O:9][NH2:10])[C:3]1[CH:8]=[CH:7][CH:6]=[CH:5][CH:4]=1.C(OCC)C.[OH-].[Na+].[C:18]1([N:24]=[C:25]=[O:26])[CH:23]=[CH:22][CH:21]=[CH:20][CH:19]=1>O>[CH2:2]([O:9][NH:10][C:25]([NH:24][C:18]1[CH:23]=[CH:22][CH:21]=[CH:20][CH:19]=1)=[O:26])[C:3]1[CH:8]=[CH:7][CH:6]=[CH:5][CH:4]=1 |f:0.1,3.4|. Reported procedure: Under a nitrogen atmosphere, a flask was charged sequentially with O-benzylhydroxylamine hydrochloride (37.5 g, 0.23 mole), water (40 mL) and diethyl ether (400 mL). The resulting mixture was cooled to 0° C. and a solution of sodium hydroxide (9.4 g, 0.23 mole) in water (40 mL) was added dropwise. After 0.5 hour, phenyl isocyanate (25.5 mL, 0.23 mole) was added. A white precipitate formed. The reaction was maintained at ambient temperature for 2 hours. The precipitate was isolated by filtration,...